The task is: describe an organic reaction: reactants, conditions, products, and yield. This data is from the Open Reaction Database (ORD), a public repository of structured organic reaction records. The reactants are C1CCOC1 (THF), solution, [H-].C(C)(C)(C)O[Al](OC(C)(C)C)OC(C)(C)C.[Li+] (lithium tri-tert-butoxyaluminum hydride), O1C(CCCC1)(C(=O)OCC)C(=O)OCC (diethyl tetrahydro-2H-pyran-2,2-dicarboxylate). Solvent: CCOCC (ether). Product: OCC1(OCCCC1)C(=O)OCC (ethyl 2-(hydroxymethyl)tetrahydro-2H-pyran-2-carboxylate). As a reaction SMILES: [H-].C(O[Al](OC(C)(C)C)OC(C)(C)C)(C)(C)C.[Li+].[O:19]1[CH2:24][CH2:23][CH2:22][CH2:21][C:20]1([C:30](OCC)=[O:31])[C:25]([O:27][CH2:28][CH3:29])=[O:26].C1COCC1>CCOCC>[OH:31][CH2:30][C:20]1([C:25]([O:27][CH2:28][CH3:29])=[O:26])[CH2:21][CH2:22][CH2:23][CH2:24][O:19]1 |f:0.1.2|. Reported procedure: A 1M solution of lithium tri-tert-butoxyaluminum hydride (8.79 mL, 8.79 mmol) was added dropwise to a cold (0° C.) stirred solution of diethyl tetrahydro-2H-pyran-2,2-dicarboxylate (0.810 g, 3.52 mmol) in an. THF (9 mL). After the addition is complete the mixture was allowed to warm to rt and heated to reflux for 4-5 h. The reaction mixture was cooled, diluted with ether and quenched with 20% NaHSO4 solution with vigorous stirring. The organic layer was separated, washed with brine and dried ove...